This data is from the Open Reaction Database (ORD), a public repository of structured organic reaction records. The task is: describe an organic reaction: reactants, conditions, products, and yield The reactants are Cc1nccn1Cc1cc(Cl)cnn1, CC1(C)OB(c2ccc3ccc(C(F)F)cc3c2)OC1(C)C. Product: Cl, Cc1nccn1Cc1cc(-c2ccc3ccc(C(F)F)cc3c2)cnn1. RXN SMILES: [Cl:23][c:24]1[cH:25][c:26]([CH2:30][n:31]2[c:32]([CH3:36])[n:33][cH:34][cH:35]2)[n:27][n:28][cH:29]1.[F:1][CH:2]([c:3]1[cH:4][cH:5][c:6]2[cH:7][cH:8][c:9]([B:13]3[O:14][C:15]([CH3:16])([CH3:17])[C:18]([CH3:19])([CH3:20])[O:21]3)[cH:10][c:11]2[cH:12]1)[F:22]>>[ClH:23].[F:1][CH:2]([c:3]1[cH:4][cH:5][c:6]2[cH:7][cH:8][c:9](-[c:24]3[cH:25][c:26]([CH2:30][n:31]4[c:32]([CH3:36])[n:33][cH:34][cH:35]4)[n:27][n:28][cH:29]3)[cH:10][c:11]2[cH:12]1)[F:22]. Reactants: CB1OB(OB(O1)C)C (trimethylboroxine), N[C@@H](C(O)(C1=CC=CC=C1)C1=CC=CC=C1)C1CCCCC1 ((R)-2-amino-2-cyclohexyl-1,1-diphenylethanol). Run in C1(=CC=CC=C1)C (toluene), C1(=CC=CC=C1)C (Toluene). Conditions: time 16 hour. Product: C1(CCCCC1)[C@H]1NB(OC1(C1=CC=CC=C1)C1=CC=CC=C1)C ((R)-4-cyclohexyl-5,5-diphenyl-2-methyl- 1,3,2-oxazaborolidine). As a reaction SMILES: [NH2:1][C@H:2]([CH:17]1[CH2:22][CH2:21][CH2:20][CH2:19][CH2:18]1)[C:3]([C:11]1[CH:16]=[CH:15][CH:14]=[CH:13][CH:12]=1)([C:5]1[CH:10]=[CH:9][CH:8]=[CH:7][CH:6]=1)[OH:4].[CH3:23][B:24]1OB(C)OB(C)O1>C1(C)C=CC=CC=1>[CH:17]1([C@@H:2]2[C:3]([C:11]3[CH:12]=[CH:13][CH:14]=[CH:15][CH:16]=3)([C:5]3[CH:10]=[CH:9][CH:8]=[CH:7][CH:6]=3)[O:4][B:24]([CH3:23])[NH:1]2)[CH2:22][CH2:21][CH2:20][CH2:19][CH2:18]1. Reported procedure: (R)-2-amino-2-cyclohexyl-1,1-diphenylethanol (2.95 g, 10 mmole) and toluene (60 mL) were charged to a 100 mL single neck flask fitted with a Dean and Stark trap, which was then flushed with nitrogen. The mixture was concentrated by distillation at atmospheric pressure to a volume of 30 mL. Toluene (30 mL) was then added and the mixture was concentrated again by distillation to 30 mL. Toluene (30 mL) was again added and the mixture was concentrated again by distillation to 30 mL. The reaction mix... Reactants: BrC1=C(C(=CC(=C1)C(C(C(F)(F)F)(F)F)(C(F)(F)F)F)Cl)NC(C1=CC(=C(C=C1)C#N)[N+](=O)[O-])=O (N-[2-bromo-6-chloro-4-(1,2,2,3,3,3-hexafluoro-1-trifluoromethylpropyl)phenyl]-4-cyano-3-nitrobenzamide), [OH-].[Na+] (sodium hydroxide), S(=O)([O-])S(=O)[O-].[Na+].[Na+] (sodium hydrosulfite). The reagents and catalysts are [Br-].C(CCC)[N+](CCCC)(CCCC)CCCC (tetrabutylammonium bromide). Run in O1CCCC1 (tetrahydrofuran). Conditions: time 90 minute. Yields the product NC=1C=C(C(=O)NC2=C(C=C(C=C2Cl)C(C(C(F)(F)F)(F)F)(C(F)(F)F)F)Br)C=CC1C#N (3-amino-N-[2-bromo-6-chloro-4-(1,2,2,3,3,3-hexafluoro-1-trifluoromethylpropyl)phenyl]-4-cyanobenzamide). Isolated yield 78.4%. As a reaction SMILES: [Br:1][C:2]1[CH:7]=[C:6]([C:8]([F:20])([C:16]([F:19])([F:18])[F:17])[C:9]([F:15])([F:14])[C:10]([F:13])([F:12])[F:11])[CH:5]=[C:4]([Cl:21])[C:3]=1[NH:22][C:23](=[O:35])[C:24]1[CH:29]=[CH:28][C:27]([C:30]#[N:31])=[C:26]([N+:32]([O-])=O)[CH:25]=1.[OH-].[Na+].S(S([O-])=O)([O-])=O.[Na+].[Na+]>O1CCCC1.[Br-].C([N+](CCCC)(CCCC)CCCC)CCC>[NH2:32][C:26]1[CH:25]=[C:24]([CH:29]=[CH:28][C:27]=1[C:30]#[N:31])[C:23]([NH:22][C:3]1[C:4]([Cl:21])=[CH:5][C:6]([C:8]([F:20])([C:16]([F:17])([F:18])[F:19])[C:9]([F:14])([F:15])[C:10]([F:11])([F:12])[F:13])=[CH:7][C:2]=1[Br:1])=[O:35] |f:1.2,3.4.5,7.8|. Procedure details: To a solution of N-[2-bromo-6-chloro-4-(1,2,2,3,3,3-hexafluoro-1-trifluoromethyl-propyl)phenyl]-4-cyano-3-nitrobenzamide (Example 1.1) (92.7 g, 154.8 mmol) in tetrahydrofuran (800 ml) was added aqueous sodium hydroxide (0.1 M) (270 ml), sodium hydrosulfite (80.9 g, 464.4 mmol) and tetrabutylammonium bromide (“TBAB”) (4.99 g, 15.5 mmol). The reaction mixture was stirred at ambient temperature for 90 minutes. The phases were separated. The aqueous phase was extracted twice with ethyl acetate. The ... Reactants: CCCC[N+](CCCC)(CCCC)CCCC, CC(=O)O, ClCc1ccc(Cl)cc1Cl, [I-], [Na+], [OH-]. Yields the product OCc1ccc(Cl)cc1Cl. RXN SMILES: [CH2:14]([N+:15]([CH2:16][CH2:17][CH2:18][CH3:19])([CH2:20][CH2:21][CH2:22][CH3:23])[CH2:24][CH2:25][CH2:26][CH3:27])[CH2:28][CH2:29][CH3:30].[CH3:31][C:32](=[O:33])[OH:34].[Cl:3][c:4]1[c:5]([CH2:6][Cl:7])[cH:8][cH:9][c:10]([Cl:12])[cH:11]1.[I-:13].[Na+:2].[OH-:1]>>[OH:1][CH2:6][c:5]1[c:4]([Cl:3])[cH:11][c:10]([Cl:12])[cH:9][cH:8]1. Product: NC1=C2C(=NC=N1)N(N=C2C2=CC(=CC(=C2)O)F)C(C)C=2OC(C1=CC=CC=C1C2C2=CN=CS2)=O (3-(1-(4-amino-3-(3-fluoro-5-hydroxyphenyl)-1H-pyrazolo[3,4-d]pyrimidin-1-yl)ethyl)-4-(thiazol-5-yl)-1H-isochromen-1-one). Conditions: time 8 hour. Run in Cl (HCl), CCO (EtOH). The yield is 66.0%. Procedure details: 3-(1-(4-amino-3-(3-((tert-butyldimethylsilyl)oxy)-5-fluorophenyl)-1H-pyrazolo[3,4-d]pyrimidin-1-yl)ethyl)-4-(thiazol-5-yl)-1H-isochromen-1-one single enantiomer (intermediate R2, first eluted enantiomer under the conditions described above, 0.084 g, 0.13 mmol) was dissolved in a solution of 1M HCl in EtOH (0.416 ml) and the mixture was stirred at RT overnight. The volatiles were removed under reduced pressure and the residue was purified by flash chromatography on silica gel cartridge (DCM to DC... Reactants: NC1=C2C(=NC=N1)N(N=C2C2=CC(=CC(=C2)F)O[Si](C)(C)C(C)(C)C)C(C)C=2OC(C1=CC=CC=C1C2C2=CN=CS2)=O (3-(1-(4-amino-3-(3-((tert-butyldimethylsilyl)oxy)-5-fluorophenyl)-1H-pyrazolo[3,4-d]pyrimidin-1-yl)ethyl)-4-(thiazol-5-yl)-1H-isochromen-1-one). Reaction SMILES: [NH2:1][C:2]1[N:7]=[CH:6][N:5]=[C:4]2[N:8]([CH:26]([C:28]3[O:29][C:30](=[O:43])[C:31]4[C:36]([C:37]=3[C:38]3[S:42][CH:41]=[N:40][CH:39]=3)=[CH:35][CH:34]=[CH:33][CH:32]=4)[CH3:27])[N:9]=[C:10]([C:11]3[CH:16]=[C:15]([F:17])[CH:14]=[C:13]([O:18][Si](C(C)(C)C)(C)C)[CH:12]=3)[C:3]=12>Cl.CCO>[NH2:1][C:2]1[N:7]=[CH:6][N:5]=[C:4]2[N:8]([CH:26]([C:28]3[O:29][C:30](=[O:43])[C:31]4[C:36]([C:37]=3[C:38]3[S:42][CH:41]=[N:40][CH:39]=3)=[CH:35][CH:34]=[CH:33][CH:32]=4)[CH3:27])[N:9]=[C:10]([C:11]3[CH:12]=[C:13]([OH:18])[CH:14]=[C:15]([F:17])[CH:16]=3)[C:3]=12. Reactants: NC=1C=C2C3CN(CC(C2=CC1)CC3)C(C(F)(F)F)=O (1-(4-amino-10-aza-tricyclo[6.3.2.0*2,7*]trideca-2,4,6-trien-10-yl)-2,2,2-trifluoro-ethanone), ClC1=NC=C(C(=N1)NC1=C(C=CC=C1)S(=O)(=O)NC)Cl (2-(2,5-dichloro-pyrimidin-4-ylamino)-N-methyl-benzenesulfonamide). The product is ClC=1C(=NC(=NC1)NC=1C=C2C3CN(CC(C2=CC1)CC3)C(C(F)(F)F)=O)NC3=C(C=CC=C3)S(=O)(=O)NC (2-{5-Chloro-2-[10-(2,2,2-trifluoro-acetyl)-10-aza-tricyclo[6.3.2.0*2,7*]trideca-2,4,6-trien-4-ylamino]-pyrimidin-4-ylamino}-N-methyl-benzenesulfonamide), solid. Yield: 88.0%. As a reaction SMILES: [NH2:1][C:2]1[CH:3]=[C:4]2[C:10](=[CH:11][CH:12]=1)[CH:9]1[CH2:13][CH2:14][CH:5]2[CH2:6][N:7]([C:15](=[O:20])[C:16]([F:19])([F:18])[F:17])[CH2:8]1.Cl[C:22]1[N:27]=[C:26]([NH:28][C:29]2[CH:34]=[CH:33][CH:32]=[CH:31][C:30]=2[S:35]([NH:38][CH3:39])(=[O:37])=[O:36])[C:25]([Cl:40])=[CH:24][N:23]=1>>[Cl:40][C:25]1[C:26]([NH:28][C:29]2[CH:34]=[CH:33][CH:32]=[CH:31][C:30]=2[S:35]([NH:38][CH3:39])(=[O:37])=[O:36])=[N:27][C:22]([NH:1][C:2]2[CH:3]=[C:4]3[C:10](=[CH:11][CH:12]=2)[CH:9]2[CH2:13][CH2:14][CH:5]3[CH2:6][N:7]([C:15](=[O:20])[C:16]([F:19])([F:17])[F:18])[CH2:8]2)=[N:23][CH:24]=1. Procedure: 2-{5-Chloro-2-[10-(2,2,2-trifluoro-acetyl)-10-aza-tricyclo[6.3.2.0*2,7*]trideca-2,4,6-trien-4-ylamino]-pyrimidin-4-ylamino}-N-methyl-benzenesulfonamide was prepared from 1-(4-amino-10-aza-tricyclo[6.3.2.0*2,7*]trideca-2,4,6-trien-10-yl)-2,2,2-trifluoro-ethanone and 2-(2,5-dichloro-pyrimidin-4-ylamino)-N-methyl-benzenesulfonamide in an analogous manner to Example 276. Product isolated as an off-white solid (557 mg, 88%). m.p.=160-163° C.; LCMS (m/e) 581 (M+1); 1H-NMR (CDCl3, 400 MHz) major rotome... The reactants are CCO, O=C(O)c1cccnc1Cl. Yields the product CCOc1ncccc1C(=O)O. Reaction SMILES: [CH3:11][CH2:12][OH:13].[Cl:1][c:2]1[c:3]([C:4](=[O:5])[OH:6])[cH:7][cH:8][cH:9][n:10]1>>[c:2]1([O:13][CH2:12][CH3:11])[c:3]([C:4](=[O:5])[OH:6])[cH:7][cH:8][cH:9][n:10]1.